Dataset: the Open Reaction Database (ORD), a public repository of structured organic reaction records. Task: describe an organic reaction: reactants, conditions, products, and yield Reactants: Cl.C1(CCCCC1)NC(=O)C1CCNCC1 (Piperidine-4-carboxylic acid cyclohexylamide hydrochloride), CCN(C(C)C)C(C)C (DIPEA), C(C)C(O)C1=CC(=CC=C1)[N+](=O)[O-] (α-ethyl-3-nitro-benzenemethanol), C1=CC=C(C=C1)P(C2=CC=CC=C2)C3=CC=CC=C3 (PPh3), C(Br)(Br)(Br)Br (CBr4). Run in C(Cl)Cl (DCM). Reaction conditions: time 2 hour. The product is C1(CCCCC1)NC(=O)C1CCN(CC1)C(CC)C1=CC(=CC=C1)[N+](=O)[O-] (rac-1-[1-(3-Nitro-phenyl)-propyl]-piperidine-4-carboxylic acid cyclohexylamide). Yield: 15.5%. As a reaction SMILES: [CH2:1]([CH:3]([C:5]1[CH:10]=[CH:9][CH:8]=[C:7]([N+:11]([O-:13])=[O:12])[CH:6]=1)O)[CH3:2].C1C=CC(P(C2C=CC=CC=2)C2C=CC=CC=2)=CC=1.C(Br)(Br)(Br)Br.Cl.[CH:39]1([NH:45][C:46]([CH:48]2[CH2:53][CH2:52][NH:51][CH2:50][CH2:49]2)=[O:47])[CH2:44][CH2:43][CH2:42][CH2:41][CH2:40]1.CCN(C(C)C)C(C)C>C(Cl)Cl>[CH:39]1([NH:45][C:46]([CH:48]2[CH2:49][CH2:50][N:51]([CH:3]([C:5]3[CH:10]=[CH:9][CH:8]=[C:7]([N+:11]([O-:13])=[O:12])[CH:6]=3)[CH2:1][CH3:2])[CH2:52][CH2:53]2)=[O:47])[CH2:40][CH2:41][CH2:42][CH2:43][CH2:44]1 |f:3.4|. Procedure details: A solution of α-ethyl-3-nitro-benzenemethanol (0.54 g, 2.98 mmol) in DCM (10 mL) is treated with PPh3 (1.6 g, 6.1 mmol).) and CBr4 (2 g, 6.03 mmol). The yellowish solution is stirred at RT for 2 h 30. Piperidine-4-carboxylic acid cyclohexylamide hydrochloride J-1 (0.82 g) is added at once, as well as DIPEA (2 mL). The RM is stirred at RT overnight then heated to 70° C. for 1H. The RM is evaporated under reduced pressure. The residue is partitioned between DCM (25 mL) and sat. aq. NaHCO3 (25 mL).... The reactants are COC(=O)c1cn(-c2ccc(OC(C)=O)cc2C)c(C)cc1=O, C1COCCO1, O=[Se]=O. Yields the product COC(=O)c1cn(-c2ccc(OC(C)=O)cc2C)c(C=O)cc1=O. As a reaction SMILES: [C:1]([CH3:2])(=[O:3])[O:4][c:5]1[cH:6][c:7]([CH3:23])[c:8](-[n:11]2[cH:12][c:13]([C:14](=[O:15])[O:16][CH3:17])[c:18](=[O:22])[cH:19][c:20]2[CH3:21])[cH:9][cH:10]1.[O:27]1[CH2:28][CH2:29][O:30][CH2:31][CH2:32]1.[Se:24](=[O:25])=[O:26]>>[C:1]([CH3:2])(=[O:3])[O:4][c:5]1[cH:6][c:7]([CH3:23])[c:8](-[n:11]2[cH:12][c:13]([C:14](=[O:15])[O:16][CH3:17])[c:18](=[O:22])[cH:19][c:20]2[CH:21]=[O:25])[cH:9][cH:10]1.